This data is from the Open Reaction Database (ORD), a public repository of structured organic reaction records. The task is: describe an organic reaction: reactants, conditions, products, and yield Reactants: ClCCCl, CC(C)NC(C)C, CCN(C(C)C)C(C)C, CN(C)C=O, On1nnc2cccnc21, O=C(O)Cc1cccnc1. Product: CC(C)N(C(=O)Cc1cccnc1)C(C)C. Reaction SMILES: [CH2:11]([Cl:12])[CH2:13][Cl:14].[CH:25]([CH3:26])([CH3:27])[NH:28][CH:29]([CH3:30])[CH3:31].[CH:32]([N:33]([CH2:34][CH3:35])[CH:36]([CH3:37])[CH3:38])([CH3:39])[CH3:40].[O:41]=[CH:42][N:43]([CH3:44])[CH3:45].[OH:15][n:16]1[c:17]2[n:18][cH:19][cH:20][cH:21][c:22]2[n:23][n:24]1.[n:1]1[cH:2][c:3]([CH2:7][C:8](=[O:9])[OH:10])[cH:4][cH:5][cH:6]1>>[n:1]1[cH:2][c:3]([CH2:7][C:8](=[O:10])[N:28]([CH:25]([CH3:26])[CH3:27])[CH:29]([CH3:30])[CH3:31])[cH:4][cH:5][cH:6]1. Run in CO (methanol). Reaction conditions: temperature 60 celsius, time 5 hour. Procedure: To a mixture of 2-(2-fluoro-3-methoxyphenyl)acetonitrile (6.7 g, 40.6 mmol) in water (40 mL) and methanol (40 mL), sodium hydroxide (3.2 g, 81.1 mmol) was added. The resulting mixture was stirred at 60° C. for 5 h. After cooling to room temperature, methanol was evaporated under reduced pressure. The residue was acidified with 10% HCl until pH 5. The resulting precipitate was collected by filtration and dried to afford the title compound (6.3 g). Reactants: FC1=C(C=CC=C1OC)CC#N (2-(2-fluoro-3-methoxyphenyl)acetonitrile), [OH-].[Na+] (sodium hydroxide), O (water). Product: FC1=C(C=CC=C1OC)CC(=O)O (2-(2-Fluoro-3-methoxyphenyl)acetic acid). RXN SMILES: [F:1][C:2]1[C:7]([O:8][CH3:9])=[CH:6][CH:5]=[CH:4][C:3]=1[CH2:10][C:11]#N.[OH-:13].[Na+].[OH2:15]>CO>[F:1][C:2]1[C:7]([O:8][CH3:9])=[CH:6][CH:5]=[CH:4][C:3]=1[CH2:10][C:11]([OH:15])=[O:13] |f:1.2|.